From a dataset of the Open Reaction Database (ORD), a public repository of structured organic reaction records. describe an organic reaction: reactants, conditions, products, and yield The reactants are OCCN (2-Hydroxyethylamine), C1(CCC1)CBr (cyclobutylmethyl bromide). Yields the product C1(CCC1)CNCCO (N-cyclobutylmethyl-N-(2-hydroxyethyl)amine). As a reaction SMILES: [OH:1][CH2:2][CH2:3][NH2:4].[CH:5]1([CH2:9]Br)[CH2:8][CH2:7][CH2:6]1>>[CH:5]1([CH2:9][NH:4][CH2:3][CH2:2][OH:1])[CH2:8][CH2:7][CH2:6]1. Reported procedure: 2-Hydroxyethylamine was reacted with cyclobutylmethyl bromide according to Method B2a to give N-cyclobutylmethyl-N-(2-hydroxyethyl)amine. The alcohol was reacted with SOCl2 according to Method B7c to give N-cyclobutylmethyl-N-(2-chloroethyl)ammonium chloride. The chloroethylamine was reacted with 2,2-dichlorophenyl isothiocyanate to give 2-(2,2-dichlorophenylimino)-3-(cyclobutylmethyl)-1,3-thiazolidine. Reactants: C(C1=CC=CC=C1)N1C(C(NC(C1)=O)CC)=O (1-benzyl-3-ethylpiperazine-2,5-dion), O (water), [OH-].[Na+] (sodium hydroxide), [H-].[Al+3].[Li+].[H-].[H-].[H-] (lithium aluminium hydride). Run in C1CCOC1 (THF), [Cl-].[Na+].O (brine), C(C)(=O)OCC (ethyl acetate), C1CCOC1 (THF), C1CCOC1 (THF). Run at time 18 hour. The product is C(C1=CC=CC=C1)N1CC(NCC1)CC (1-benzyl-3-ethylpiperazine). RXN SMILES: [H-].[Al+3].[Li+].[H-].[H-].[H-].[CH2:7]([N:14]1[CH2:19][C:18](=O)[NH:17][CH:16]([CH2:21][CH3:22])[C:15]1=O)[C:8]1[CH:13]=[CH:12][CH:11]=[CH:10][CH:9]=1.O.[OH-].[Na+]>C1COCC1.[Cl-].[Na+].O.C(OCC)(=O)C>[CH2:7]([N:14]1[CH2:19][CH2:18][NH:17][CH:16]([CH2:21][CH3:22])[CH2:15]1)[C:8]1[CH:9]=[CH:10][CH:11]=[CH:12][CH:13]=1 |f:0.1.2.3.4.5,8.9,11.12.13|. Reported procedure: To a suspension of lithium aluminium hydride (0.87 g; 22.9 mmol) in anhydrous THF (20 ml) was added dropwise a solution of 1-benzyl-3-ethylpiperazine-2,5-dion (1.50 g; 6.46 mmol) in anhydrous THF (10 ml) under ice-cooling. After stirring at room temperature for 18 hours, a mixture of water (0.25 ml) and THF (5 ml) and 2N-aqueous sodium hydroxide solution (0.5 ml) were added dropwise sequentially under ice-cooling. The mixture was stirred at room temperature for 1 hour. After filtration of alumin... Starting materials: Cl(=O)(=O)(=O)[O-].S1C=C[N+]2=CC=3C=CC=CC3C=C21 (thiazolo[3,2-b]isoquinolinium perchlorate), O1C=C(C=C1)C(=C)C1=COC=C1 (1,1-di-(3-furyl)ethylene). Run in [N+](=O)([O-])C (nitromethane). The product is Cl(=O)(=O)(=O)O.C1=NC=CC2=CC=CC=C12 (isoquinolin perchlorate). RXN SMILES: [Cl:1]([O-:5])(=[O:4])(=[O:3])=[O:2].S1[C:18]2[N+:9](=[CH:10][C:11]3[CH:12]=[CH:13][CH:14]=[CH:15][C:16]=3[CH:17]=2)C=C1.O1C=CC(C(C2C=COC=2)=C)=C1>[N+](C)([O-])=O>[Cl:1]([OH:5])(=[O:4])(=[O:3])=[O:2].[CH:10]1[C:11]2[C:16](=[CH:15][CH:14]=[CH:13][CH:12]=2)[CH:17]=[CH:18][N:9]=1 |f:0.1,4.5|. Procedure: A mixture of 1.5 g (0.01 mol)) of thiazolo[3,2-b]isoquinolinium perchlorate and 1.3 g (8 mmol) of 1,1-di-(3-furyl)ethylene in 50 ml of nitromethane was heated to reflux under nitrogen for 3 h. The mixture was cooled and concentrated in vacuo. The residue was triturated with ether/ethyl acetate (75 ml), filtered to yield a crude product. This solid was triturated in 50 ml of methylene chloride and the solid was collected by filtration. The solid product was washed with ether, isopropanol, methyle...